Dataset: the Open Reaction Database (ORD), a public repository of structured organic reaction records. Task: describe an organic reaction: reactants, conditions, products, and yield The reactants are C(C)(C)[C@@H]1N(C(OC1)=O)C1=NC=2N(C=C1)N=CC2C2=CC=C(C=C2)C=2N(C=CN2)COCC[Si](C)(C)C ((S)-4-isopropyl-3-(3-(4-(1-((2-(trimethylsilyl)ethoxy)methyl)-1H-imidazol-2-yl)phenyl)pyrazolo[1,5-a]pyrimidin-5-yl)oxazolidin-2-one), FC(C(=O)O)(F)F (trifluoroacetic acid). Run in ClCCl (dichloromethane). Reaction conditions: time 12 hour. The product is N1C(=NC=C1)C1=CC=C(C=C1)C=1C=NN2C1N=C(C=C2)N2C(OC[C@@H]2C(C)C)=O ((S)-3-(3-(4-(1H-imidazol-2-yl)phenyl)pyrazolo[1,5-a]pyrimidin-5-yl)-4-isopropyloxazolidin-2-one). The yield is 61.4%. Reaction SMILES: [CH:1]([C@H:4]1[CH2:8][O:7][C:6](=[O:9])[N:5]1[C:10]1[CH:15]=[CH:14][N:13]2[N:16]=[CH:17][C:18]([C:19]3[CH:24]=[CH:23][C:22]([C:25]4[N:26](COCC[Si](C)(C)C)[CH:27]=[CH:28][N:29]=4)=[CH:21][CH:20]=3)=[C:12]2[N:11]=1)([CH3:3])[CH3:2].FC(F)(F)C(O)=O>ClCCl>[NH:26]1[CH:27]=[CH:28][N:29]=[C:25]1[C:22]1[CH:23]=[CH:24][C:19]([C:18]2[CH:17]=[N:16][N:13]3[CH:14]=[CH:15][C:10]([N:5]4[C@@H:4]([CH:1]([CH3:2])[CH3:3])[CH2:8][O:7][C:6]4=[O:9])=[N:11][C:12]=23)=[CH:20][CH:21]=1. Procedure: (S)-4-isopropyl-3-(3-(4-(1-((2-(trimethylsilyl)ethoxy)methyl)-1H-imidazol-2-yl)phenyl)pyrazolo[1,5-a]pyrimidin-5-yl)oxazolidin-2-one (2.09 g, 4.03 mmol) was dissolved in dichloromethane (20 mL) and trifluoroacetic acid (25 mL) was added and the mixture allowed to stir at ambient temperature for 12 hours. The reaction mixture was concentrated and the residue partitioned between saturated aqueous NaHCO3 (50 mL) and EtOAc (100 mL). The aqueous layer was washed with EtOAc. The combined organic extra... The reactants are FC(C(=O)[O-])(F)F.C(=O)N[C@H]1[C@@H]2N(C(=C(CS2)\C=C\C[N+](C)(C)[C@H](C)C(N)=O)C(=O)O)C1=O (7β-Formamido-3-[(E)-3-[((R)-1-Carbamoylethyl)Dimethylammonio]-1-Propenyl]-3-Cephem-4-carboxylate trifluoroacetate), Cl.CO (hydrochloric acid methanol), C(C)#N (Acetonitrile). Conditions: time 1 hour. The product is Cl.N[C@H]1[C@@H]2N(C(=C(CS2)\C=C\C[N+](C)(C)[C@H](C)C(N)=O)C(=O)[O-])C1=O (7β-Amino-3-[(E)-3-[((R)-1-Carbamoylethyl)Dimethylammonio]-1-Propenyl]-3-Cephem-4-Carboxylate Hydrochloride). Reaction SMILES: FC(F)(F)C([O-])=O.C([NH:10][C@@H:11]1[C:32](=[O:33])[N:13]2[C:14]([C:29]([OH:31])=[O:30])=[C:15](/[CH:18]=[CH:19]/[CH2:20][N+:21]([C@@H:24]([C:26](=[O:28])[NH2:27])[CH3:25])([CH3:23])[CH3:22])[CH2:16][S:17][C@H:12]12)=O.C(#N)C.[ClH:37].CO>>[ClH:37].[NH2:10][C@@H:11]1[C:32](=[O:33])[N:13]2[C:14]([C:29]([O-:31])=[O:30])=[C:15](/[CH:18]=[CH:19]/[CH2:20][N+:21]([C@@H:24]([C:26](=[O:28])[NH2:27])[CH3:25])([CH3:23])[CH3:22])[CH2:16][S:17][C@H:12]12 |f:0.1,3.4,5.6|. Reported procedure: The compound (0.5 g) of Example 23 was dissolved at room temperature in a 4% (w/v) hydrochloric acid-methanol solution (5 ml), followed by stirring for 1 hour. Acetonitrile (50 ml) was added, and a precipitate thus formed was collected by filtration. The precipitate was washed with acetonitrile and acetone to obtain the target product (0.31 g). Infrared spectrum (cm-1, Nujol): 1780, 1690. Starting materials: O=C1C=2C=C(C(=NC2C=CN1)C1=CC=C(C=O)C=C1)C1=CC=CC=C1 (4-(5-oxo-3-phenyl-5,6-dihydro-1,6-naphthyridin-2-yl)benzaldehyde), [H-].[Na+] (sodium hydride), oil, CI (methyl iodide), C(C)(=O)O (acetic acid). Run in CN(C)C=O (DMF), C(C)(=O)OCC (ethyl acetate). Run at time 15 minute. The product is CN1C(C=2C=C(C(=NC2C=C1)C1=CC=C(C=O)C=C1)C1=CC=CC=C1)=O (4-(6-Methyl-5-oxo-3-phenyl-5,6-dihydro-1,6-naphthyridin-2-yl)benzaldehyde). RXN SMILES: [O:1]=[C:2]1[NH:11][CH:10]=[CH:9][C:8]2[N:7]=[C:6]([C:12]3[CH:19]=[CH:18][C:15]([CH:16]=[O:17])=[CH:14][CH:13]=3)[C:5]([C:20]3[CH:25]=[CH:24][CH:23]=[CH:22][CH:21]=3)=[CH:4][C:3]1=2.[H-].[Na+].CI.[C:30](O)(=O)C>CN(C=O)C.C(OCC)(=O)C>[CH3:30][N:11]1[CH:10]=[CH:9][C:8]2[N:7]=[C:6]([C:12]3[CH:19]=[CH:18][C:15]([CH:16]=[O:17])=[CH:14][CH:13]=3)[C:5]([C:20]3[CH:25]=[CH:24][CH:23]=[CH:22][CH:21]=3)=[CH:4][C:3]=2[C:2]1=[O:1] |f:1.2|. Procedure: To a solution of 4-(5-oxo-3-phenyl-5,6-dihydro-1,6-naphthyridin-2-yl)benzaldehyde (186 mg, 0.57 mmol) in dry DMF (2 mL) was added 60% sodium hydride in mineral oil (29 mg, 0.72 mmol). The reaction was stirred at room temperature for 15 minutes and then methyl iodide was added via syringe (40 μL, 0.70 mmol). After 30 minutes the reaction was diluted with ethyl acetate and some acetic acid was added to neutralize the base. The solution was washed with aqueous NaHCO3 and the organic layer was dried... As a reaction SMILES: [CH2:14]([NH:15][CH2:16][CH2:17][c:18]1[cH:19][cH:20][cH:21][cH:22][cH:23]1)[c:24]1[cH:25][cH:26][cH:27][cH:28][cH:29]1.[CH3:1][O:2][C:3](=[O:4])[CH2:5][CH2:6][CH2:7][CH2:8][CH2:9][CH2:10][CH2:11][CH:12]=[O:13].[CH3:30][O:31][C:32]([CH2:33][CH2:34][CH2:35][CH2:36][CH2:37][CH2:38][CH2:39][CH2:40][N:41]([CH2:42][CH2:43][c:44]1[cH:45][cH:46][cH:47][cH:48][cH:49]1)[CH2:50][c:51]1[cH:52][cH:53][cH:54][cH:55][cH:56]1)=[O:57]>>[O:31]=[C:32]([CH2:33][CH2:34][CH2:35][CH2:36][CH2:37][CH2:38][CH2:39][CH2:40][N:41]([CH2:42][CH2:43][c:44]1[cH:45][cH:46][cH:47][cH:48][cH:49]1)[CH2:50][c:51]1[cH:52][cH:53][cH:54][cH:55][cH:56]1)[OH:57]. Starting materials: c1ccc(CCNCc2ccccc2)cc1, COC(=O)CCCCCCCC=O, COC(=O)CCCCCCCCN(CCc1ccccc1)Cc1ccccc1. The product is O=C(O)CCCCCCCCN(CCc1ccccc1)Cc1ccccc1. Starting materials: CC(C)(C)OC(=O)N1CC(NC(=O)CNc2cc(C(F)(F)F)nc3ccc(C(F)(F)F)cc23)C1, C1COCCO1. The product is O=C(CNc1cc(C(F)(F)F)nc2ccc(C(F)(F)F)cc12)NC1CNC1. RXN SMILES: [F:1][C:2]([c:3]1[n:4][c:5]2[cH:6][cH:7][c:8]([C:29]([F:30])([F:31])[F:32])[cH:9][c:10]2[c:11]([NH:13][CH2:14][C:15](=[O:16])[NH:17][CH:18]2[CH2:19][N:20]([C:22]([O:23][C:24]([CH3:25])([CH3:26])[CH3:27])=[O:28])[CH2:21]2)[cH:12]1)([F:33])[F:34].[O:35]1[CH2:36][CH2:37][O:38][CH2:39][CH2:40]1>>[F:1][C:2]([c:3]1[n:4][c:5]2[cH:6][cH:7][c:8]([C:29]([F:30])([F:31])[F:32])[cH:9][c:10]2[c:11]([NH:13][CH2:14][C:15](=[O:16])[NH:17][CH:18]2[CH2:19][NH:20][CH2:21]2)[cH:12]1)([F:33])[F:34]. Reactants: C(C1=CC=CC=C1)OCC(=O)NC1=CC=C(C=C1)O (2-Benzyloxy-N-(4-hydroxy-phenyl)-acetamide). Reagents/catalysts: [Pd] (palladium on carbon). Run in CO (methanol). Conditions: time 8 hour. Yields the product OCC(=O)NC1=CC=C(C=C1)O (2-Hydroxy-N-(4-hydroxy-phenyl)-acetamide). The yield is 34.2%. Reaction SMILES: C([O:8][CH2:9][C:10]([NH:12][C:13]1[CH:18]=[CH:17][C:16]([OH:19])=[CH:15][CH:14]=1)=[O:11])C1C=CC=CC=1>CO.[Pd]>[OH:8][CH2:9][C:10]([NH:12][C:13]1[CH:18]=[CH:17][C:16]([OH:19])=[CH:15][CH:14]=1)=[O:11]. Procedure details: 2-Benzyloxy-N-(4-hydroxy-phenyl)-acetamide 26 (18 g, 70 mmol) was dissolved in methanol (100 ml) in a pressure vessel, palladium on carbon (5%, 8 g) was added and the mixture stirred under an atmosphere of hydrogen (4 Kg) for 8 hours. The catalyst was removed by filtration and the methanol was distilled off. The crude 27 was recrystallized from a mixture of chloroform:methanol (1:5) to get pure 27 (4 grams, 34.2%) as a white shining powder. Reactants: ClC1=NC2=C(C=C(C=C2C=C1)Cl)Cl (2,6,8-trichloroquinoline), S(=O)(=O)(O)OC1=CC=C(C=C1)NC (4-(N-methylamino)phenol sulfate), N1=CC=CC2=CC=CC=C12 (quinoline). Product: ClC=1C=C2C=CC(=NC2=C(C1)Cl)N(C)C1=CC=C(C=C1)O (4-[N-(6,8-dichloro-2-quinolinyl)-N-methylamino]-phenol). RXN SMILES: Cl[C:2]1[CH:11]=[CH:10][C:9]2[C:4](=[C:5]([Cl:13])[CH:6]=[C:7]([Cl:12])[CH:8]=2)[N:3]=1.S([O:18][C:19]1[CH:24]=[CH:23][C:22]([NH:25][CH3:26])=[CH:21][CH:20]=1)(O)(=O)=O.N1C2C(=CC=CC=2)C=CC=1>>[Cl:12][C:7]1[CH:8]=[C:9]2[C:4](=[C:5]([Cl:13])[CH:6]=1)[N:3]=[C:2]([N:25]([C:22]1[CH:23]=[CH:24][C:19]([OH:18])=[CH:20][CH:21]=1)[CH3:26])[CH:11]=[CH:10]2. Reported procedure: 4-[N-(6,8-dichloro-2-quinolinyl)-N-methylamino]-phenol was prepared from 2,6,8-trichloroquinoline and 4-(N-methylamino)phenol sulfate following essentially the same procedure as that described in Example 19, Part a). Proton magnetic resonance spectrum (CDCl3 ; δ in ppm): 8.0-6.6 and 7.1 (9H, m, and d of d, quinoline, OH and phenyl protons; 3.6 (3H, s, N--CH3). Product: Cc1cc(C=NO)ccc1Br. Starting materials: Cc1cc(C=O)ccc1Br, CC(=O)[O-], CCO, Cl, NO, [Na+], O. RXN SMILES: [Br:1][c:2]1[c:3]([CH3:10])[cH:4][c:5]([CH:6]=[O:7])[cH:8][cH:9]1.[CH3:15][C:16](=[O:17])[O-:18].[CH3:20][CH2:21][OH:22].[ClH:11].[NH2:12][OH:13].[Na+:14].[OH2:19]>>[Br:1][c:2]1[c:3]([CH3:10])[cH:4][c:5]([CH:6]=[N:12][OH:13])[cH:8][cH:9]1. Reactants: Cc1ccc(N)nc1, CCOC(=O)c1cc(Oc2ccc(C(=O)N(C)C)nc2)c2cc(C)oc2c1, ClCCl. Yields the product Cc1ccc(NC(=O)c2cc(Oc3ccc(C(=O)N(C)C)nc3)c3cc(C)oc3c2)nc1. As a reaction SMILES: [CH3:1][c:2]1[cH:3][cH:4][c:5]([NH2:8])[n:6][cH:7]1.[CH3:9][N:10]([C:11](=[O:12])[c:13]1[cH:14][cH:15][c:16]([O:19][c:20]2[cH:21][c:22]([C:30](=[O:31])[O:32][CH2:33][CH3:34])[cH:23][c:24]3[c:25]2[cH:26][c:27]([CH3:29])[o:28]3)[cH:17][n:18]1)[CH3:35].[Cl:36][CH2:37][Cl:38]>>[CH3:1][c:2]1[cH:3][cH:4][c:5]([NH:8][C:30]([c:22]2[cH:21][c:20]([O:19][c:16]3[cH:15][cH:14][c:13]([C:11]([N:10]([CH3:9])[CH3:35])=[O:12])[n:18][cH:17]3)[c:25]3[c:24]([cH:23]2)[o:28][c:27]([CH3:29])[cH:26]3)=[O:31])[n:6][cH:7]1. The reactants are N (ammonia), COP(=O)(OC)[O-].C1(=CC=CC=C1)[I+]C1=CC=CC=C1 (Diphenyliodonium dimethylphosphate), C12(C(=O)CC(CC1)C2(C)C)CS(=O)(=O)O (camphorsulfonic acid), resultant mixture. Run in C(Cl)Cl (methylene chloride). The product is C12(C(=O)CC(CC1)C2(C)C)CS(=O)(=O)[O-].C2(=CC=CC=C2)[I+]C2=CC=CC=C2 (diphenyliodonium camphorsulfonate). Yield: 90.7%. RXN SMILES: COP([O-])(OC)=O.[C:8]1([I+:14][C:15]2[CH:20]=[CH:19][CH:18]=[CH:17][CH:16]=2)[CH:13]=[CH:12][CH:11]=[CH:10][CH:9]=1.[C:21]12([CH2:31][S:32]([OH:35])(=[O:34])=[O:33])[C:28]([CH3:30])([CH3:29])[CH:25]([CH2:26][CH2:27]1)[CH2:24][C:22]2=[O:23].N>C(Cl)Cl>[C:21]12([CH2:31][S:32]([O-:35])(=[O:33])=[O:34])[C:28]([CH3:30])([CH3:29])[CH:25]([CH2:26][CH2:27]1)[CH2:24][C:22]2=[O:23].[C:15]1([I+:14][C:8]2[CH:9]=[CH:10][CH:11]=[CH:12][CH:13]=2)[CH:16]=[CH:17][CH:18]=[CH:19][CH:20]=1 |f:0.1,5.6|. Procedure details: Diphenyliodonium dimethylphosphate (315 mg; 1 mmol) and camphorsulfonic acid (254 mg; 1.1 mmol) were dissolved in methylene chloride (10 ml), and the resultant mixture was stirred, followed by addition of 1% aqueous ammonia (10 ml). After the alkalinity of the solution was confirmed, the solution was stirred vigorously. The thus-obtained mixture was allowed to stand, and the aqueous layer was separated. The aqueous layer was washed with water successively until the aqueous layer exhibited neutra...